Task: describe an organic reaction: reactants, conditions, products, and yield. Dataset: the Open Reaction Database (ORD), a public repository of structured organic reaction records Reactants: FC(CCCOC1=CC=C(C(=O)OCC)C=C1)(F)F (ethyl 4-(4,4,4-trifluorobutoxy)benzoate), [Li+].[OH-] (LiOH), CCO (EtOH). The solvent is C1CCOC1.O (THF water). Reaction conditions: time 18 hour. The product is FC(CCCOC1=CC=C(C(=O)O)C=C1)(F)F (4-(4,4,4-Trifluorobutoxy)benzoic acid). The yield is 94.7%. Reaction SMILES: [F:1][C:2]([F:19])([F:18])[CH2:3][CH2:4][CH2:5][O:6][C:7]1[CH:17]=[CH:16][C:10]([C:11]([O:13]CC)=[O:12])=[CH:9][CH:8]=1.[Li+].[OH-].CCO>C1COCC1.O>[F:1][C:2]([F:18])([F:19])[CH2:3][CH2:4][CH2:5][O:6][C:7]1[CH:17]=[CH:16][C:10]([C:11]([OH:13])=[O:12])=[CH:9][CH:8]=1 |f:1.2,4.5|. Procedure details: To a stirred solution of ethyl 4-(4,4,4-trifluorobutoxy)benzoate (0.60 g, 2.17 mmol) in THF/water (3:1 v/v, 15 ml) at room temperature was added LiOH (0.11 g, 4.34 mmol) in one portion. The reaction mixture was stirred at room temperature for 18 h, then EtOH (15 ml) was added to give a clear solution and stirring was continued for 48 h. The solvents were removed under reduced pressure and to the residue was added water (30 ml). This was extracted with DCM (30 ml) and the aqueous phase was then a... Starting materials: ClCCl, CNC1=Nc2sc(Cl)cc2C(c2ccccc2)=NC1, O=NCl, c1ccncc1. Yields the product O=NCNC1=Nc2sc(Cl)cc2C(c2ccccc2)=NC1. RXN SMILES: [CH2:23]([Cl:24])[Cl:25].[Cl:4][c:5]1[cH:6][c:7]2[c:8]([s:22]1)[N:9]=[C:10]([NH:20][CH3:21])[CH2:11][N:12]=[C:13]2[c:14]1[cH:15][cH:16][cH:17][cH:18][cH:19]1.[N:1](=[O:2])[Cl:3].[cH:26]1[cH:27][cH:28][n:29][cH:30][cH:31]1>>[N:1](=[O:2])[CH2:21][NH:20][C:10]1=[N:9][c:8]2[c:7]([cH:6][c:5]([Cl:4])[s:22]2)[C:13]([c:14]2[cH:15][cH:16][cH:17][cH:18][cH:19]2)=[N:12][CH2:11]1.